Task: describe an organic reaction: reactants, conditions, products, and yield. Dataset: the Open Reaction Database (ORD), a public repository of structured organic reaction records RXN SMILES: C(OC[CH2:12][N:13](C)[CH3:14])(=O)CCCCCCC.[C:16]([O:33][CH2:34][CH2:35][CH2:36]Br)(=[O:32])[CH2:17][CH2:18][CH2:19][CH2:20][CH2:21][CH2:22][CH2:23][CH2:24][CH2:25][CH2:26][CH2:27][CH2:28][CH2:29][CH2:30][CH3:31].CNC.C(Cl)(Cl)Cl.CO>C(#N)C>[C:16]([O:33][CH2:34][CH2:35][CH2:36][N:13]([CH3:14])[CH3:12])(=[O:32])[CH2:17][CH2:18][CH2:19][CH2:20][CH2:21][CH2:22][CH2:23][CH2:24][CH2:25][CH2:26][CH2:27][CH2:28][CH2:29][CH2:30][CH3:31] |f:3.4|. Procedure: This intermediate was prepared in a manner analogous to that of 2-(dimethylamino)ethyl octanoate from 3-bromopropyl hexadecanoate (3 g, 7.95 mmol) and 40% aqueous dimethylamine (15 mL, 119 mmol) in acetonitrile (20 mL). The resulting material was applied to a silica gel column (discontinuous gradient of chloroform/methanol 95:5, 8:2 as eluent) affording 1.3 g pure product. Yield 72%; mp 49°-50° C.; 1H NMR (CDCl3) 0.85-0.95 (t, CH3 (CH2)12), 1.20-1.40 (m, CH3 (CH2)12), 1.55-1.70 (m, CH2 CH2 CO), ... The yield is 72.0%. Solvent: C(C)#N (acetonitrile). The product is C(CCCCCCCCCCCCCCC)(=O)OCCCN(C)C (3-(Dimethylamino)Propyl Hexadecanoate). The reactants are C(Cl)(Cl)Cl.CO (chloroform methanol), C(CCCCCCC)(=O)OCCN(C)C (2-(dimethylamino)ethyl octanoate), C(CCCCCCCCCCCCCCC)(=O)OCCCBr (3-bromopropyl hexadecanoate), CNC (dimethylamine). Reactants: BrCCO (2-bromoethanol), C[C@@H](C1=CC=CC=C1)N ((S)-(-)-α-methylbenzylamine), Br (hydrobromic acid). Run in ClCCl (dichloromethane). Run at temperature 51 celsius, time 50 hour. Yields the product C[C@@H]1NCCC2=CC=CC=C12 ((S)-(-)-1-methyl-1,2,3,4-tetrahydroisoquinoline). Yield: 143.7%. RXN SMILES: [CH3:1][C@H:2]([NH2:9])[C:3]1[CH:8]=[CH:7][CH:6]=[CH:5][CH:4]=1.Br[CH2:11][CH2:12]O.Br>ClCCl>[CH3:1][C@H:2]1[C:3]2[C:8](=[CH:7][CH:6]=[CH:5][CH:4]=2)[CH2:12][CH2:11][NH:9]1. Procedure details: 176.20 g(1449 mmole) of (S)-(-)-α-methylbenzylamine was dissolved in 185 ml of dichloromethane and 218.04 g(1748 mmole) of 2-bromoethanol was added thereto. This mixture was stirred at 51° C. for 50 hours to complete the reaction. The reaction solution was concentrated under reduced pressure and 658 ml(5750 mmole) of 48% aqueous hydrobromic acid solution was added thereto and the solution thereby obtained was allowed to react at 126° C. for 30 minutes under refluxing. The reaction solution was d...